Dataset: the Open Reaction Database (ORD), a public repository of structured organic reaction records. Task: describe an organic reaction: reactants, conditions, products, and yield The reactants are Br, COc1cccc2c1CC1NCCC1C2, O. Product: Br, Oc1cccc2c1CC1NCCC1C2. RXN SMILES: [BrH:16].[CH3:1][O:2][c:3]1[cH:4][cH:5][cH:6][c:7]2[c:15]1[CH2:14][CH:13]1[CH:9]([CH2:8]2)[CH2:10][CH2:11][NH:12]1.[OH2:17]>>[BrH:16].[OH:2][c:3]1[cH:4][cH:5][cH:6][c:7]2[c:15]1[CH2:14][CH:13]1[CH:9]([CH2:8]2)[CH2:10][CH2:11][NH:12]1. Starting materials: C(CC)N1C(=O)N(C(=O)C=C1N)CCC (1,3-Di-n-propyl-6-aminouracil), N(=O)[O-].[Na+] (Sodium nitrite), Cl (hydrochloric acid), C(C)(=O)O (acetic acid). The solvent is O (water), O (water). Run at time 10 minute. Yields the product C(CC)N1C(=O)N(C(=O)C(=C1N)N=O)CCC (1,3-di-n-propyl-5-nitroso-6-aminouracil). Isolated yield 146.3%. As a reaction SMILES: [CH2:1]([N:4]1[C:11]([NH2:12])=[CH:10][C:8](=[O:9])[N:7]([CH2:13][CH2:14][CH3:15])[C:5]1=[O:6])[CH2:2][CH3:3].C(O)(=O)C.[N:20]([O-])=[O:21].[Na+].Cl>O>[CH2:1]([N:4]1[C:11]([NH2:12])=[C:10]([N:20]=[O:21])[C:8](=[O:9])[N:7]([CH2:13][CH2:14][CH3:15])[C:5]1=[O:6])[CH2:2][CH3:3] |f:2.3|. Reported procedure: 1,3-Di-n-propyl-6-aminouracil (30 g) was suspended in 1 L of water with 41 ml of 20% acetic acid and overhead stirring. Sodium nitrite (9.03 g) in 41 ml of water was added in portions, keeping the solution acidic with 12 ml of concentrated hydrochloric acid. A purple precipitate formed. Addition was complete in 10 minutes and the suspension was allowed to stir for 2 hours. The solution was then filtered, and the filtrate was rinsed with water and dried under vacuum to yield 46 g of 1,3-di-n-prop...